From a dataset of the Open Reaction Database (ORD), a public repository of structured organic reaction records. describe an organic reaction: reactants, conditions, products, and yield Reactants: C1CCOC1, CCN(C(C)C)C(C)C, Cl, c1cc2ccsc2c(N2CCNCC2)n1, CC(=O)NC1CCC(CC=O)CC1. Product: CC(=O)NC1CCC(CCN2CCN(c3nccc4ccsc34)CC2)CC1. As a reaction SMILES: [CH2:39]1[O:40][CH2:41][CH2:42][CH2:43]1.[CH:17]([N:18]([CH2:19][CH3:20])[CH:21]([CH3:22])[CH3:23])([CH3:24])[CH3:25].[ClH:1].[N:2]1([c:8]2[n:9][cH:10][cH:11][c:12]3[c:13]2[s:14][cH:15][cH:16]3)[CH2:3][CH2:4][NH:5][CH2:6][CH2:7]1.[O:26]=[CH:27][CH2:28][CH:29]1[CH2:30][CH2:31][CH:32]([NH:35][C:36]([CH3:37])=[O:38])[CH2:33][CH2:34]1>>[N:2]1([c:8]2[n:9][cH:10][cH:11][c:12]3[c:13]2[s:14][cH:15][cH:16]3)[CH2:3][CH2:4][N:5]([CH2:27][CH2:28][CH:29]2[CH2:30][CH2:31][CH:32]([NH:35][C:36]([CH3:37])=[O:38])[CH2:33][CH2:34]2)[CH2:6][CH2:7]1. The reactants are Cl.CN(C)CC1C(C2=CC=CC=C2CC1)=O (2-[(Dimethylamino)methyl]-3,4-dihydro-1(2H)-naphthalenone, hydrochloride), N(C1=CC=CC=C1)C1(CCNCC1)C#N (4-anilino isonipecotonitrile). Run in C(C)O (ethanol). Run at time 16 hour. Yields the product O=C1C(CCC2=CC=CC=C12)CN1CCC(C#N)(CC1)NC1=CC=CC=C1 (1-[(1,2,3,4-tetrahydro-1-oxo-2-naphthalenyl)methyl]-4-anilino isonipecotonitrile). As a reaction SMILES: Cl.[CH3:2][N:3]([CH2:5][CH:6]1[CH2:15][CH2:14][C:13]2[C:8](=[CH:9][CH:10]=[CH:11][CH:12]=2)[C:7]1=[O:16])[CH3:4].[NH:17]([C:24]1([C:30]#[N:31])[CH2:29]CNC[CH2:25]1)[C:18]1[CH:23]=[CH:22][CH:21]=[CH:20][CH:19]=1>C(O)C>[O:16]=[C:7]1[C:8]2[C:13](=[CH:12][CH:11]=[CH:10][CH:9]=2)[CH2:14][CH2:15][CH:6]1[CH2:5][N:3]1[CH2:2][CH2:25][C:24]([NH:17][C:18]2[CH:23]=[CH:22][CH:21]=[CH:20][CH:19]=2)([C:30]#[N:31])[CH2:29][CH2:4]1 |f:0.1|. Procedure details: 2-[(Dimethylamino)methyl]-3,4-dihydro-1(2H)-naphthalenone, hydrochloride (10.0 g) and 4-anilino isonipecotonitrile (10.2 g) are dissolved in absolute ethanol (150 ml) by brief heating. The reaction mixture is stirred at room temperature under nitrogen for 16 hours. The resulting precipitate is collected by filtration, washed with additional absolute ethanol, and dried in vacuo to give the title compound. Reactants: ClC(C(=O)NC1=C(C=CC=C1C(F)(F)F)C(CC(=O)NC=1SC=CN1)=O)C1=CC=CC=C1 (2-(2-chloro-2-phenylacetamido)-β-oxo-N-(2-thiazolyl)-3-trifluoromethyl-benzenepropanamide). Reagents/catalysts: CN(C1=CC=NC=C1)C (4-dimethylamino-pyridine). Solvent: O1CCCC1 (tetrahydrofuran). Reaction conditions: time 16 hour. Product: C1(=CC=CC=C1)C1OC(C=2C1=NC=1C(=CC=CC1C2O)C(F)(F)F)=NC=2SC=CN2 (1,3-dihydro-3-phenyl-1-[(2-thiazolyl)-imino]-5-trifluoromethyl-furo[3,4-b]quinoline-9-ol). Isolated yield 100.3%. RXN SMILES: Cl[CH:2]([C:27]1[CH:32]=[CH:31][CH:30]=[CH:29][CH:28]=1)[C:3]([NH:5][C:6]1[C:11]([C:12]([F:15])([F:14])[F:13])=[CH:10][CH:9]=[CH:8][C:7]=1[C:16](=[O:26])[CH2:17][C:18]([NH:20][C:21]1[S:22][CH:23]=[CH:24][N:25]=1)=[O:19])=O>CN(C)C1C=CN=CC=1.O1CCCC1>[C:27]1([CH:2]2[C:3]3=[N:5][C:6]4[C:11]([C:12]([F:15])([F:14])[F:13])=[CH:10][CH:9]=[CH:8][C:7]=4[C:16]([OH:26])=[C:17]3[C:18](=[N:20][C:21]3[S:22][CH:23]=[CH:24][N:25]=3)[O:19]2)[CH:32]=[CH:31][CH:30]=[CH:29][CH:28]=1. Reported procedure: 1.82 g of 4-dimethylamino-pyridine were added to a solution of 6 g of the product of Step B in 150 ml of tetrahydrofuran and the mixture was stirred at room temperature for 16 hours and was evaporated to dryness under reduced pressure. The residue was extracted with 100 ml of water and 3 ml of hydrochloric acid were added to the aqueous extract which was stirred at room temperature for 15 minutes and was vacuum filtered. The product was washed with water and dried under reduced pressure at 90° C... The reactants are OCC1=C(C=C(N1C)C(=O)OCC)C (ethyl 5-hydroxymethyl-1,4-dimethyl-1H-pyrrole-2-carboxylate). The reagents and catalysts are [C].[Pd] (palladium-carbon). Solvent: C(C)O (ethanol). Reaction conditions: time 2 hour. Product: CN1C(=CC(=C1C)C)C(=O)O (1,4,5-trimethyl-1H-pyrrole-2-carboxylic acid). The yield is 46.2%. As a reaction SMILES: O[CH2:2][C:3]1[N:7]([CH3:8])[C:6]([C:9]([O:11]CC)=[O:10])=[CH:5][C:4]=1[CH3:14]>[C].[Pd].C(O)C>[CH3:8][N:7]1[C:3]([CH3:2])=[C:4]([CH3:14])[CH:5]=[C:6]1[C:9]([OH:11])=[O:10] |f:1.2|. Procedure: A mixture of ethyl 5-hydroxymethyl-1,4-dimethyl-1H-pyrrole-2-carboxylate (2.2 g), ethanol (15 ml), and palladium-carbon (2.2 g) was stirred at room temperature for 2 hours under a hydrogen atmosphere of 3 atmospheres. The insolubles of the reaction mixture were separated by filtration through Celite and the filtrate was concentrated to about 10 ml under reduced pressure. THF (10 ml) was added to the residue, and a 1 M aqueous sodium hydroxide solution (20 ml) was further added at room temperatur... The reactants are C(C)(=O)NC=1C=CC(=NC1)OC=1C=C(C=CC1)C1OC2=CC=C(C=C2CC1)OC1=CC=C(C=N1)NC(C)=O (N-(6-{2-[3-(5-acetylaminopyridin-2-yloxy)-phenyl]-chroman-6-yloxy}pyridin-3-yl)acetamide), NC=1C=CC(=NC1)OC=1C=C2CCC(OC2=CC1)C=1C=C(C=CC1)O (3-[6-(5-aminopyridin-2-yloxy)chroman-2-yl]phenol), C(=O)(C)Cl (AcCl). The product is OC=1C=C(C=CC1)C1OC2=CC=C(C=C2CC1)OC1=CC=C(C=N1)NC(C)=O (N-{6-[2-(3-Hydroxyphenyl)chroman-6-yloxy]pyridin-3-yl}acetamide). Reaction SMILES: C(NC1C=CC([O:11][C:12]2[CH:13]=[C:14]([CH:18]3[CH2:27][CH2:26][C:25]4[C:20](=[CH:21][CH:22]=[C:23]([O:28][C:29]5[N:34]=[CH:33][C:32]([NH:35][C:36](=[O:38])[CH3:37])=[CH:31][CH:30]=5)[CH:24]=4)[O:19]3)[CH:15]=[CH:16][CH:17]=2)=NC=1)(=O)C.NC1C=CC(OC2C=C3C(=CC=2)OC(C2C=C(O)C=CC=2)CC3)=NC=1.C(Cl)(C)=O>>[OH:11][C:12]1[CH:13]=[C:14]([CH:18]2[CH2:27][CH2:26][C:25]3[C:20](=[CH:21][CH:22]=[C:23]([O:28][C:29]4[N:34]=[CH:33][C:32]([NH:35][C:36](=[O:38])[CH3:37])=[CH:31][CH:30]=4)[CH:24]=3)[O:19]2)[CH:15]=[CH:16][CH:17]=1. Reported procedure: N-{6-[2-(3-Hydroxyphenyl)chroman-6-yloxy]pyridin-3-yl}acetamide was prepared as described for N-(6-{2-[3-(5-acetylaminopyridin-2-yloxy)-phenyl]-chroman-6-yloxy}pyridin-3-yl)acetamide in Example 57 starting from 3-[6-(5-aminopyridin-2-yloxy)chroman-2-yl]phenol using 1.2 eq. AcCl. 1H NMR (400 MHz, d6-DMSO) δ: 10.03 (s, 1H), 9.42 (s, 1H), 8.27 (d, 1H, J 2.6 Hz), 8.01 (dd, 1H, J 8.8, 2.6 Hz), 7.18 (t, 1H, J 8.0 Hz), 6.93 (d, 1H, J 8.8 Hz), 6.84-6.85 (m, 5H), 6.72 (d, 1H, J 8.9 Hz), 5.03 (d, 1H, J 8.... Reactants: COC1=CC=C2CCCC(C2=C1)C(=O)O (7-methoxy-1,2,3,4-tetrahydronaphthalene-1-carboxylic acid), C(C)(C)C1=CC=C(C=C1)NCC=1C=NC(=CC1)OC ((4-isopropylphenyl)[(6-methoxypyridin-3-yl)methyl]amine). Product: C(C)(C)C1=CC=C(C=C1)N(C(=O)C1CCCC2=CC=C(C=C12)OC)CC=1C=NC(=CC1)OC (N-(4-isopropylphenyl)-N-[(6-methoxypyridin-3-yl)methyl]-7-methoxy-1,2,3,4-tetrahydronaphthalene-1-carboxamide). Reaction SMILES: [CH3:1][O:2][C:3]1[CH:12]=[C:11]2[C:6]([CH2:7][CH2:8][CH2:9][CH:10]2[C:13]([OH:15])=O)=[CH:5][CH:4]=1.[CH:16]([C:19]1[CH:24]=[CH:23][C:22]([NH:25][CH2:26][C:27]2[CH:28]=[N:29][C:30]([O:33][CH3:34])=[CH:31][CH:32]=2)=[CH:21][CH:20]=1)([CH3:18])[CH3:17]>>[CH:16]([C:19]1[CH:20]=[CH:21][C:22]([N:25]([CH2:26][C:27]2[CH:28]=[N:29][C:30]([O:33][CH3:34])=[CH:31][CH:32]=2)[C:13]([CH:10]2[C:11]3[C:6](=[CH:5][CH:4]=[C:3]([O:2][CH3:1])[CH:12]=3)[CH2:7][CH2:8][CH2:9]2)=[O:15])=[CH:23][CH:24]=1)([CH3:18])[CH3:17]. Procedure details: By the reaction and treatment in the same manner as in Example 12 using 7-methoxy-1,2,3,4-tetrahydronaphthalene-1-carboxylic acid (0.50 g) and (4-isopropylphenyl)[(6-methoxypyridin-3-yl)methyl]amine (0.62 g) as starting materials, N-(4-isopropylphenyl)-N-[(6-methoxypyridin-3-yl)methyl]-7-methoxy-1,2,3,4-tetrahydronaphthalene-1-carboxamide was obtained. This was dissolved in ether, and 4N-hydrochloric acid/dioxane was added. The precipitated solid was collected by filtration to give N-(4-isopropy... Reactants: BrC1=CC=C2C=NNC2=C1 (6-bromo-1H-indazole), [H-].[Na+] (NaH), ClC1=NC(=NC=N1)NC=1C(=NC=CC1)OC (4-chloro-N-(2-methoxypyridin-3-yl)-1,3,5-triazin-2-amine). Run in CN(C)C=O (DMF). Conditions: time 2 hour. Yields the product BrC1=CC=C2C=NN(C2=C1)C1=NC(=NC=N1)NC=1C(=NC=CC1)OC (4-(6-bromo-1H-indazol-1-yl)-N-(2-methoxypyridin-3-yl)-1,3,5-triazin-2-amine). RXN SMILES: [Br:1][C:2]1[CH:10]=[C:9]2[C:5]([CH:6]=[N:7][NH:8]2)=[CH:4][CH:3]=1.[H-].[Na+].Cl[C:14]1[N:19]=[CH:18][N:17]=[C:16]([NH:20][C:21]2[C:22]([O:27][CH3:28])=[N:23][CH:24]=[CH:25][CH:26]=2)[N:15]=1>CN(C=O)C>[Br:1][C:2]1[CH:10]=[C:9]2[C:5]([CH:6]=[N:7][N:8]2[C:14]2[N:19]=[CH:18][N:17]=[C:16]([NH:20][C:21]3[C:22]([O:27][CH3:28])=[N:23][CH:24]=[CH:25][CH:26]=3)[N:15]=2)=[CH:4][CH:3]=1 |f:1.2|. Procedure details: To a solution of 6-bromo-1H-indazole (172 mg, 0.87 mmol) in DMF (8 mL) was added NaH (60% in oil, 69.8 mg, 1.75 mmol) at 0° C. The reaction mixture was stirred at 0° C. for 10 minutes before the addition of 4-chloro-N-(2-methoxypyridin-3-yl)-1,3,5-triazin-2-amine (311.18 mg, 1.31 mmol). Stirring was continued at RT for 2 hr. The reaction mixture was quenched with water and EtOAc added. The resultant precipitate was collected and further drying under vacuum gave the title compound as a beige soli... Reactants: CC[O-].[Na+].CCO (NaOEt EtOH), ClC1=NC=C(C(=N1)Cl)F (2,4-Dichloro-5-fluoropyrmidine). The solvent is CCO (EtOH). Run at time 1 hour. Product: ClC1=NC=C(C(=N1)OCC)F (2-Chloro-4-ethoxy-5-fluoropyrimidine). Yield: 82.6%. Reaction SMILES: [Cl:1][C:2]1[N:7]=[C:6](Cl)[C:5]([F:9])=[CH:4][N:3]=1.[CH3:10][CH2:11][O-:12].[Na+].CCO>CCO>[Cl:1][C:2]1[N:7]=[C:6]([O:12][CH2:11][CH3:10])[C:5]([F:9])=[CH:4][N:3]=1 |f:1.2.3|. Reported procedure: To a solution of the product from step (a) (10.0 g, 59.9 mmol) in abs. EtOH (40 mL) at 0° C. under nitrogen atmosphere was added 1M NaOEt/EtOH (61 mL, 61 mmol) and the mixture was stirred for 1 hour. Solvent was evaporated in vacuo and the residue partitioned between H2O and Et2O. The aqueous phase was extracted with Et2O and the combined organic phase was washed with brine, dried (Na2SO4) and evaporated (water aspirator pump, 35° C.) to provide the desired product (8.74 g, 83%) as a yellowish s... The reactants are O=C([O-])O, C1CCNC1, CC(C)(C)OC(=O)N1CCC(c2nc(C3CCOCC3)cn2CCOS(C)(=O)=O)CC1, CN(C)C=O, ClCCl, [Na+]. Product: CC(C)(C)OC(=O)N1CCC(c2nc(C3CCOCC3)cn2CCN2CCCC2)CC1. Reaction SMILES: [C:45](=[O:46])([OH:47])[O-:48].[CH2:32]1[CH2:33][CH2:34][NH:35][CH2:36]1.[CH3:1][S:2]([O:3][CH2:6][CH2:7][n:8]1[c:9]([CH:19]2[CH2:20][CH2:21][N:22]([C:25](=[O:26])[O:27][C:28]([CH3:29])([CH3:30])[CH3:31])[CH2:23][CH2:24]2)[n:10][c:11]([CH:13]2[CH2:14][CH2:15][O:16][CH2:17][CH2:18]2)[cH:12]1)(=[O:4])=[O:5].[CH3:37][N:38]([CH3:39])[CH:40]=[O:41].[Cl:42][CH2:43][Cl:44].[Na+:49]>>[CH2:6]([CH2:7][n:8]1[c:9]([CH:19]2[CH2:20][CH2:21][N:22]([C:25](=[O:26])[O:27][C:28]([CH3:29])([CH3:30])[CH3:31])[CH2:23][CH2:24]2)[n:10][c:11]([CH:13]2[CH2:14][CH2:15][O:16][CH2:17][CH2:18]2)[cH:12]1)[N:35]1[CH2:34][CH2:33][CH2:32][CH2:36]1. The reactants are BrC1=CC=C(C=C1)C(CC(=O)C=1C=NC(=CC1)OC)C1=C(C=CC=C1)F (3-(4-bromo-phenyl)-3-(2-fluoro-phenyl)-1-(6-methoxy-pyridin-3-yl)-propan-1-one), Cl (HCl). Solvent: O1CCOCC1 (1,4-dioxane). Product: BrC1=CC=C(C=C1)C(CC(=O)C=1C=CC(NC1)=O)C1=C(C=CC=C1)F (5-(3-(4-Bromophenyl)-3-(2-fluorophenyl)propanoyl)pyridin-2(1H)-one). As a reaction SMILES: [Br:1][C:2]1[CH:7]=[CH:6][C:5]([CH:8]([C:20]2[CH:25]=[CH:24][CH:23]=[CH:22][C:21]=2[F:26])[CH2:9][C:10]([C:12]2[CH:13]=[N:14][C:15]([O:18]C)=[CH:16][CH:17]=2)=[O:11])=[CH:4][CH:3]=1.Cl>O1CCOCC1>[Br:1][C:2]1[CH:7]=[CH:6][C:5]([CH:8]([C:20]2[CH:25]=[CH:24][CH:23]=[CH:22][C:21]=2[F:26])[CH2:9][C:10]([C:12]2[CH:17]=[CH:16][C:15](=[O:18])[NH:14][CH:13]=2)=[O:11])=[CH:4][CH:3]=1. Procedure: In analogy to example 162, step 2, 3-(4-bromo-phenyl)-3-(2-fluoro-phenyl)-1-(6-methoxy-pyridin-3-yl)-propan-1-one was reacted with concentrated aqueous HCl in 1,4-dioxane to give the title compound as a colorless solid, MS (ESI+): m/z=400.0 [M+H]+.